This data is from the Open Reaction Database (ORD), a public repository of structured organic reaction records. The task is: describe an organic reaction: reactants, conditions, products, and yield The reactants are FC1=CC=C(OC2=CC(=C(C(=C2)C)C(C)=O)C)C=C1 (1-(4-(4-fluorophenoxy)-2,6-dimethylphenyl)ethanone), [Br-].[Br-].[Br-].C(CCC)[N+](CCCC)(CCCC)CCCC.C(CCC)[N+](CCCC)(CCCC)CCCC.C(CCC)[N+](CCCC)(CCCC)CCCC (tetrabutylammoniumtribromide). Run in C(C)#N (acetonitrile). Conditions: time 8 hour. Yields the product BrCC(=O)C1=C(C=C(C=C1C)OC1=CC=C(C=C1)F)C (2-bromo-1-(4-(4-fluorophenoxy)-2,6-dimethylphenyl)ethanone). Yield: 101.2%. Reaction SMILES: [F:1][C:2]1[CH:19]=[CH:18][C:5]([O:6][C:7]2[CH:12]=[C:11]([CH3:13])[C:10]([C:14](=[O:16])[CH3:15])=[C:9]([CH3:17])[CH:8]=2)=[CH:4][CH:3]=1.[Br-:20].[Br-].[Br-].C([N+](CCCC)(CCCC)CCCC)CCC.C([N+](CCCC)(CCCC)CCCC)CCC.C([N+](CCCC)(CCCC)CCCC)CCC>C(#N)C>[Br:20][CH2:15][C:14]([C:10]1[C:11]([CH3:13])=[CH:12][C:7]([O:6][C:5]2[CH:18]=[CH:19][C:2]([F:1])=[CH:3][CH:4]=2)=[CH:8][C:9]=1[CH3:17])=[O:16] |f:1.2.3.4.5.6|. Procedure: To a solution of 1-(4-(4-fluorophenoxy)-2,6-dimethylphenyl)ethanone (4.40 g, 17.0 mmol) in acetonitrile (34.1 mL) was added tetrabutylammoniumtribromide (TBABr3, 9.04 g, 18.8 mmol). The reaction was stirred at room temperature overnight. The solution was concentrated under reduced pressure, added with water, and extracted with ethyl acetate. The organic layer was washed with brine, dried over anhydrous MgSO4(s), and concentrated under reduced pressure to give 2-bromo-1-(4-(4-fluorophenoxy)-2,6-d... Starting materials: CCO, CCN(C(C)C)C(C)C, Cl, N#CC1CC(=O)N(c2ccc(OCc3cccc(F)c3)cc2)C1, NO. Yields the product N=C(NO)C1CC(=O)N(c2ccc(OCc3cccc(F)c3)cc2)C1. As a reaction SMILES: [CH3:36][CH2:37][OH:38].[CH:27]([N:28]([CH2:29][CH3:30])[CH:31]([CH3:32])[CH3:33])([CH3:34])[CH3:35].[ClH:24].[F:1][c:2]1[cH:3][c:4]([CH2:5][O:6][c:7]2[cH:8][cH:9][c:10]([N:13]3[CH2:14][CH:15]([C:19]#[N:20])[CH2:16][C:17]3=[O:18])[cH:11][cH:12]2)[cH:21][cH:22][cH:23]1.[NH2:25][OH:26]>>[F:1][c:2]1[cH:3][c:4]([CH2:5][O:6][c:7]2[cH:8][cH:9][c:10]([N:13]3[CH2:14][CH:15]([C:19](=[NH:20])[NH:25][OH:26])[CH2:16][C:17]3=[O:18])[cH:11][cH:12]2)[cH:21][cH:22][cH:23]1. Reactants: C1CCOC1 (THF), C1=CC=C(C=C1)P(CCCP(C2=CC=CC=C2)C3=CC=CC=C3)C4=CC=CC=C4 (DPPP), [BH4-].[Na+] (sodium borohydride), C(C=C)N1C(=NC2=NC(=C(C=C21)Cl)N2N=C1C(=C2)CN(C1)S(=O)(=O)C)O[C@H]1[C@@H]2[C@H](OC1)[C@@H](CO2)O[Si](C)(C)C(C)(C)C ([(3R,3aR,6R,6aS)-3-[1-allyl-6-chloro-5-(5-methylsulfonyl-4,6-dihydropyrrolo[3,4-c]pyrazol-2-yl)imidazo[4,5-b]pyridin-2-yl]oxy-2,3,3a,5,6,6a-hexahydrofuro[3,2-b]furan-6-yl]oxy-tert-butyl-dimethyl-silane). Reagents/catalysts: C(C)(=O)[O-].[Pd+2].C(C)(=O)[O-] (palladium acetate). Solvent: CCCC[N+](CCCC)(CCCC)CCCC.[F-] (TBAF), C(C)(=O)OCC (ethyl acetate), C(C)O (ethanol), C(C)O (ethanol). Conditions: time 20 minute. Yields the product ClC=1C=C2C(=NC1N1N=C3C(=C1)CN(C3)S(=O)(=O)C)N=C(N2)O[C@@H]2CO[C@H]3[C@@H]2OC[C@H]3O ((3R,3aR,6R,6aR)-6-[[6-chloro-5-(5-methylsulfonyl-4,6-dihydropyrrolo[3,4-c]pyrazol-2-yl)-1H-imidazo[4,5-b]pyridin-2-yl]oxy]-2,3,3a,5,6,6a-hexahydrofuro[3,2-b]furan-3-ol). As a reaction SMILES: C1C=CC(P(C2C=CC=CC=2)CCCP(C2C=CC=CC=2)C2C=CC=CC=2)=CC=1.[BH4-].[Na+].C([N:35]1[C:43]2[C:38](=[N:39][C:40]([N:45]3[CH:49]=[C:48]4[CH2:50][N:51]([S:53]([CH3:56])(=[O:55])=[O:54])[CH2:52][C:47]4=[N:46]3)=[C:41]([Cl:44])[CH:42]=2)[N:37]=[C:36]1[O:57][C@@H:58]1[CH2:62][O:61][C@@H:60]2[C@H:63]([O:66][Si](C(C)(C)C)(C)C)[CH2:64][O:65][C@H:59]12)C=C.C1COCC1>C(O)C.CCCC[N+](CCCC)(CCCC)CCCC.[F-].C(OCC)(=O)C.C([O-])(=O)C.[Pd+2].C([O-])(=O)C>[Cl:44][C:41]1[CH:42]=[C:43]2[NH:35][C:36]([O:57][C@H:58]3[C@H:59]4[O:65][CH2:64][C@@H:63]([OH:66])[C@H:60]4[O:61][CH2:62]3)=[N:37][C:38]2=[N:39][C:40]=1[N:45]1[CH:49]=[C:48]2[CH2:50][N:51]([S:53]([CH3:56])(=[O:55])=[O:54])[CH2:52][C:47]2=[N:46]1 |f:1.2,6.7,9.10.11|. Procedure: A mixture of palladium acetate (2.5 mg, 0.011 mmol) and DPPP (1.6 mg, 0.0039 mmol) in ethanol (0.1 mL) was stirred for 20 minutes under nitrogen. The resulting dark suspension was added to a mixture of sodium borohydride (18 mg, 0.476 mmol) and [(3R,3aR,6R,6aS)-3-[1-allyl-6-chloro-5-(5-methylsulfonyl-4,6-dihydropyrrolo[3,4-c]pyrazol-2-yl)imidazo[4,5-b]pyridin-2-yl]oxy-2,3,3a,5,6,6a-hexahydrofuro[3,2-b]furan-6-yl]oxy-tert-butyl-dimethyl-silane (50.6 mg, 0.079 mmol) in ethanol (0.9 ml). The reacti... Reactants: C=CCOC(C)C(=O)OCC, Cl, [Na+], [OH-], O. The product is C=CCOC(C)C(=O)O. Reaction SMILES: [CH2:1]([CH3:2])[O:3][C:4]([CH:5]([CH3:6])[O:7][CH2:8][CH:9]=[CH2:10])=[O:11].[ClH:14].[Na+:13].[OH-:12].[OH2:15]>>[O:3]=[C:4]([CH:5]([CH3:6])[O:7][CH2:8][CH:9]=[CH2:10])[OH:11]. Starting materials: BrCC1=NOC=C1C (3-bromomethyl-4-methyl-isoxazole), C(C)N (ethylamine). Solvent: C1CCOC1 (THF). Yields the product CC=1C(=NOC1)CNCC ((4-methyl-isoxazol-3-ylmethyl)-ethyl-amine). Reaction SMILES: Br[CH2:2][C:3]1[C:7]([CH3:8])=[CH:6][O:5][N:4]=1.[CH2:9]([NH2:11])[CH3:10]>C1COCC1>[CH3:8][C:7]1[C:3]([CH2:2][NH:11][CH2:9][CH3:10])=[N:4][O:5][CH:6]=1. Reported procedure: prepared by reaction of the commercially available 3-bromomethyl-4-methyl-isoxazole with 2M ethylamine in THF.